describe an organic reaction: reactants, conditions, products, and yield From a dataset of the Open Reaction Database (ORD), a public repository of structured organic reaction records. The reactants are CCOC(C)=O, [Cl-], O=C(O)c1cnc(-c2cccc(F)c2)nc1, [K+], [K+], O=C([O-])[O-], O, Nn1ccc2ncccc21. The product is O=C(Nn1ccc2ncccc21)c1cnc(-c2cccc(F)c2)nc1. As a reaction SMILES: [CH3:34][CH2:35][O:36][C:37]([CH3:38])=[O:39].[Cl-:1].[F:2][c:3]1[cH:4][c:5](-[c:9]2[n:10][cH:11][c:12]([C:15](=[O:16])[OH:17])[cH:13][n:14]2)[cH:6][cH:7][cH:8]1.[K+:28].[K+:29].[O-:30][C:31]([O-:32])=[O:33].[OH2:40].[n:18]1([NH2:27])[cH:19][cH:20][c:21]2[n:22][cH:23][cH:24][cH:25][c:26]12>>[F:2][c:3]1[cH:4][c:5](-[c:9]2[n:10][cH:11][c:12]([C:15](=[O:17])[NH:27][n:18]3[cH:19][cH:20][c:21]4[n:22][cH:23][cH:24][cH:25][c:26]34)[cH:13][n:14]2)[cH:6][cH:7][cH:8]1. The reactants are CC(C)C(C(=O)N)NC(=O)C1CCCN1C(=O)C(CCCCN)NC(=O)CNC(=O)C(CC2=CNC3=CC=CC=C32)NC(=O)C(CCCNC(=N)N)NC(=O)C(CC4=CC=CC=C4)NC(=O)C(CC5=CN=CN5)NC(=O)C(CCC(=O)O)NC(=O)C(CCSC)NC(=O)C(CO)NC(=O)C(CC6=CC=C(C=C6)O)NC(=O)C(CO)NC(=O)C (α-melanocyte stimulating hormone). Solvent: [Na+].[Cl-] (NaCl). The product is CC(C)[C@@H](C(=O)N)NC(=O)[C@@H]1CCCN1C(=O)[C@H](CCCCN)NC(=O)CNC(=O)[C@H](CC2=CNC3=CC=CC=C32)NC(=O)[C@H](CCCNC(=N)N)NC(=O)[C@H](CC4=CC=CC=C4)NC(=O)C(CC5=CN=CN5)NC(=O)[C@H](CCC(=O)O)NC(=O)[C@H](CCSC)NC(=O)[C@H](CO)NC(=O)[C@H](CC6=CC=C(C=C6)O)NC(=O)[C@H](CO)NC(=O)C (α-MSH). Reaction SMILES: [CH3:1][CH:2]([CH:4]([NH:8][C:9]([CH:11]1[N:15]([C:16]([CH:18]([NH:24][C:25]([CH2:27][NH:28][C:29]([CH:31]([NH:42][C:43]([CH:45]([NH:53][C:54]([CH:56]([NH:64][C:65]([CH:67]([NH:74][C:75]([CH:77]([NH:83][C:84]([CH:86]([NH:91][C:92]([CH:94]([NH:97][C:98]([CH:100]([NH:109][C:110]([CH:112]([NH:115][C:116]([CH3:118])=[O:117])[CH2:113][OH:114])=[O:111])[CH2:101][C:102]2[CH:107]=[CH:106][C:105]([OH:108])=[CH:104][CH:103]=2)=[O:99])[CH2:95][OH:96])=[O:93])[CH2:87][CH2:88][S:89][CH3:90])=[O:85])[CH2:78][CH2:79][C:80]([OH:82])=[O:81])=[O:76])[CH2:68][C:69]2[NH:73][CH:72]=[N:71][CH:70]=2)=[O:66])[CH2:57][C:58]2[CH:63]=[CH:62][CH:61]=[CH:60][CH:59]=2)=[O:55])[CH2:46][CH2:47][CH2:48][NH:49][C:50]([NH2:52])=[NH:51])=[O:44])[CH2:32][C:33]2[C:41]3[C:36](=[CH:37][CH:38]=[CH:39][CH:40]=3)[NH:35][CH:34]=2)=[O:30])=[O:26])[CH2:19][CH2:20][CH2:21][CH2:22][NH2:23])=[O:17])[CH2:14][CH2:13][CH2:12]1)=[O:10])[C:5]([NH2:7])=[O:6])[CH3:3]>[Na+].[Cl-]>[CH3:3][CH:2]([C@H:4]([NH:8][C:9]([C@H:11]1[N:15]([C:16]([C@@H:18]([NH:24][C:25]([CH2:27][NH:28][C:29]([C@@H:31]([NH:42][C:43]([C@@H:45]([NH:53][C:54]([C@@H:56]([NH:64][C:65]([CH:67]([NH:74][C:75]([C@@H:77]([NH:83][C:84]([C@@H:86]([NH:91][C:92]([C@@H:94]([NH:97][C:98]([C@@H:100]([NH:109][C:110]([C@@H:112]([NH:115][C:116]([CH3:118])=[O:117])[CH2:113][OH:114])=[O:111])[CH2:101][C:102]2[CH:107]=[CH:106][C:105]([OH:108])=[CH:104][CH:103]=2)=[O:99])[CH2:95][OH:96])=[O:93])[CH2:87][CH2:88][S:89][CH3:90])=[O:85])[CH2:78][CH2:79][C:80]([OH:82])=[O:81])=[O:76])[CH2:68][C:69]2[NH:73][CH:72]=[N:71][CH:70]=2)=[O:66])[CH2:57][C:58]2[CH:63]=[CH:62][CH:61]=[CH:60][CH:59]=2)=[O:55])[CH2:46][CH2:47][CH2:48][NH:49][C:50]([NH2:52])=[NH:51])=[O:44])[CH2:32][C:33]2[C:41]3[C:36](=[CH:37][CH:38]=[CH:39][CH:40]=3)[NH:35][CH:34]=2)=[O:30])=[O:26])[CH2:19][CH2:20][CH2:21][CH2:22][NH2:23])=[O:17])[CH2:14][CH2:13][CH2:12]1)=[O:10])[C:5]([NH2:7])=[O:6])[CH3:1] |f:1.2|. Procedure: 200 μg or 1000 μg α-melanocyte stimulating hormone/kg b.w. in 0.5 ml 150 mM NaCl. The reactants are C(C)(C)(C)OC(NC1=C(C=C(C(=C1)SC#N)C(C)(C)C)NC(=O)OC(C)(C)C)=O ((2-tert-butoxycarbonylamino-4-tert-butyl-5-thiocyanato-phenyl)-carbamic acid tert-butyl ester), CO (MeOH), S.[Na] (sodium hydrogen sulfide), [BH4-].[Na+] (sodium borohydride). Run in CC(=O)O (AcOH), O (H2O). Yields the product C(C)(C)(C)OC(NC1=C(C=C(C(=C1)S)C(C)(C)C)NC(=O)OC(C)(C)C)=O ((2-tert-Butoxycarbonylamino-4-tert-Butyl-5-mercapto-phenyl)-carbamic acid tert-butyl ester). Reaction SMILES: [C:1]([O:5][C:6](=[O:29])[NH:7][C:8]1[CH:13]=[C:12]([S:14]C#N)[C:11]([C:17]([CH3:20])([CH3:19])[CH3:18])=[CH:10][C:9]=1[NH:21][C:22]([O:24][C:25]([CH3:28])([CH3:27])[CH3:26])=[O:23])([CH3:4])([CH3:3])[CH3:2].S.[Na].[BH4-].[Na+].CO>CC(O)=O.O>[C:1]([O:5][C:6](=[O:29])[NH:7][C:8]1[CH:13]=[C:12]([SH:14])[C:11]([C:17]([CH3:18])([CH3:19])[CH3:20])=[CH:10][C:9]=1[NH:21][C:22]([O:24][C:25]([CH3:28])([CH3:27])[CH3:26])=[O:23])([CH3:2])([CH3:3])[CH3:4] |f:1.2,3.4,^1:30|. Procedure: The title compound was prepared according to General Method 14b using (2-tert-butoxycarbonylamino-4-tert-butyl-5-thiocyanato-phenyl)-carbamic acid tert-butyl ester (prepared in Example SS-2; 18 g, 43 mmol), sodium hydrogen sulfide (7.2 g, 128 mmol), sodium borohydride (9.7 g, 256 mmol), MeOH (150 mL), H2O (50 mL), and AcOH (10 mL). The crude product was used without purification. Starting materials: FC=1C=CC(=C(C#N)C1)C(F)(F)F (5-FLUORO-2-(TRIFLUOROMETHYL)BENZONITRILE), FC=1C=CC(=C(C#N)C1)C(F)(F)F (5-FLUORO-2-(TRIFLUOROMETHYL)BENZONITRILE), C(=O)([O-])[O-].[K+].[K+] (K2CO3), CN(C)C=O (DMF). Solvent: O (water). Product: FC1=CC=C(C#N)C=C1 (4-FLUORO BENZONITRILE). Reaction SMILES: [F:1][C:2]1[CH:3]=[CH:4][C:5](C(F)(F)F)=[C:6]([CH:9]=1)C#N.C([O-])([O-])=O.[K+].[K+].C[N:21]([CH:23]=O)C>O>[F:1][C:2]1[CH:3]=[CH:4][C:5]([C:23]#[N:21])=[CH:6][CH:9]=1 |f:1.2.3|. Procedure: 5-FLUORO-2-(TRIFLUOROMETHYL)BENZONITRILE (compound 8h; Oakwood), K2CO3 (4 eq.) and DMF (5 mL) was shaken at 110° C. for 16 h. After cooling to room temperature, the mixture was diluted with water (20 mL), extracted with CHCl3 (3×20 mL), and concentrated. The residue was dissolved in THF/MeOH (10 mL/4 mL), and treated with HCl (1N, 3 mL) at room temperature for 12 h. The solvent was evaporated and the residue was diluted with CHCl3 (20 mL), neutralized with NH4OH (28% aqueous) and purified by col... The reactants are CI (Methyl iodide), N1C(NCC2=CC=CC=C12)=S (3,4-dihydro-1H-quinazoline-2-thione). The solvent is C(C)O (ethanol). The product is I.CSC1=NC2=CC=CC=C2CN1 (2-Methylsulfanyl-3,4-dihydro-quinazoline hydroiodide). Isolated yield 68.2%. RXN SMILES: [CH3:1][I:2].[NH:3]1[C:12]2[C:7](=[CH:8][CH:9]=[CH:10][CH:11]=2)[CH2:6][NH:5][C:4]1=[S:13]>C(O)C>[IH:2].[CH3:1][S:13][C:4]1[NH:5][CH2:6][C:7]2[C:12](=[CH:11][CH:10]=[CH:9][CH:8]=2)[N:3]=1 |f:3.4|. Reported procedure: Methyl iodide (11.5 ml, 184 mmol) was added to a solution of 3,4-dihydro-1H-quinazoline-2-thione (7.55 g, 46 mmol) in ethanol (150 ml), and the mixture was heated to reflux (3.5 h). The majority of the solvent was then evaporated under reduced pressure, and the precipitate was collected by filtration and washed with a small amount of cold ethanol. The thus obtained title compound (9.60 g, 68%) was used in the next step without further purification. Reactants: C(C)(=O)OCC (ethyl acetate), N[C@H]1[C@@H]2N(C(=C(CS2)CO)C(=O)O)C1=O (7β-Amino-3-hydroxymethyl-3-cephem-4-carboxylic acid), C(O)([O-])=O.[Na+] (sodium hydrogen carbonate), Cl.ClCC(=O)NC=1SC=C(N1)/C(/C(=O)Cl)=N/OC (2-(2-chloroacetamidothiazol-4-yl)-2(Z)-methoxyiminoacetyl chloride hydrochloride). Solvent: O (water), O (water), O1CCCC1 (tetrahydrofuran). Product: NC=1SC=C(N1)/C(/C(=O)N[C@H]1[C@@H]2N(C(=C(CS2)CO)C(=O)O)C1=O)=N/OC (7β-[2-(2-Aminothiazol-4-yl)-2(Z)-methoxyiminoacetamido]-3-hydroxymethyl-3-cephem-4-carboxylic acid). Reaction SMILES: [NH2:1][C@@H:2]1[C:14](=[O:15])[N:4]2[C:5]([C:11]([OH:13])=[O:12])=[C:6]([CH2:9][OH:10])[CH2:7][S:8][C@H:3]12.C(=O)([O-])O.[Na+].Cl.ClCC([NH:26][C:27]1[S:28][CH:29]=[C:30](/[C:32](=[N:36]/[O:37][CH3:38])/[C:33](Cl)=[O:34])[N:31]=1)=O.C(OCC)(=O)C>O.O1CCCC1>[NH2:26][C:27]1[S:28][CH:29]=[C:30](/[C:32](=[N:36]/[O:37][CH3:38])/[C:33]([NH:1][C@@H:2]2[C:14](=[O:15])[N:4]3[C:5]([C:11]([OH:13])=[O:12])=[C:6]([CH2:9][OH:10])[CH2:7][S:8][C@H:3]23)=[O:34])[N:31]=1 |f:1.2,3.4|. Procedure details: 7β-Amino-3-hydroxymethyl-3-cephem-4-carboxylic acid, 16.97 g, is suspended in a mixture of 400 ml of water and 400 ml of tetrahydrofuran, to which 27.72 g of sodium hydrogen carbonate is added with stirring under ice cooling. Then 29.4 g of 2-(2-chloroacetamidothiazol-4-yl)-2(Z)-methoxyiminoacetyl chloride hydrochloride is added in small portions and stirred for 30 minutes. To the reaction mixture 150 ml of water and 200 ml of ethyl acetate are added and the aqueous layer is separated, and then ... Reactants: ClC1=CC=C(C=C1)N1N=C2C=CC=CC2=C1NCCOC ([2-(4-chloro-phenyl)-2H-indazol-3-yl]-(2-methoxy-ethyl)-amine), C1(CCCCC1)N=C=O (cyclohexylisocyanate). The solvent is C1(=CC=CC=C1)C (toluene). Yields the product ClC1=CC=C(C=C1)N1N=C2C=CC=CC2=C1N(C(=O)NC1CCCCC1)CCOC (1-[2-(4-Chloro-phenyl)-2H-indazol-3-yl]-3-cyclohexyl-1-(2-methoxy-ethyl)-urea). RXN SMILES: [Cl:1][C:2]1[CH:7]=[CH:6][C:5]([N:8]2[C:16]([NH:17][CH2:18][CH2:19][O:20][CH3:21])=[C:15]3[C:10]([CH:11]=[CH:12][CH:13]=[CH:14]3)=[N:9]2)=[CH:4][CH:3]=1.[CH:22]1([N:28]=[C:29]=[O:30])[CH2:27][CH2:26][CH2:25][CH2:24][CH2:23]1>C1(C)C=CC=CC=1>[Cl:1][C:2]1[CH:7]=[CH:6][C:5]([N:8]2[C:16]([N:17]([CH2:18][CH2:19][O:20][CH3:21])[C:29]([NH:28][CH:22]3[CH2:27][CH2:26][CH2:25][CH2:24][CH2:23]3)=[O:30])=[C:15]3[C:10]([CH:11]=[CH:12][CH:13]=[CH:14]3)=[N:9]2)=[CH:4][CH:3]=1. Procedure: In analogy to the procedure described in example 1.2, [2-(4-chloro-phenyl)-2H-indazol-3-yl]-(2-methoxy-ethyl)-amine was reacted with cyclohexylisocyanate ([3173-53-3]) in toluene for 3 days under reflux conditions to give the title compound as brown foam. MS: m/e=427.4 [M+H+]. Reactants: FC1=C(C=CC=C1)B(O)O (2-fluoro phenylboronic acid), BrC1=NC=C(C(=O)OC(C)(C)C)C=C1 (tert-butyl 6-bromonicotinate). The reagents and catalysts are C1(=CC=CC=C1)P(C1=CC=CC=C1)C1=CC=CC=C1.C1(=CC=CC=C1)P(C1=CC=CC=C1)C1=CC=CC=C1.C1(=CC=CC=C1)P(C1=CC=CC=C1)C1=CC=CC=C1.C1(=CC=CC=C1)P(C1=CC=CC=C1)C1=CC=CC=C1.[Pd] (palladium tetrakis(triphenylphosphine)). Reaction conditions: temperature 90 celsius. The product is FC1=C(C=CC=C1)C1=NC=C(C(=O)OC(C)(C)C)C=C1 (tert-butyl 6-(2-fluorophenyl)nicotinate). Isolated yield 42.2%. Reaction SMILES: [F:1][C:2]1[CH:7]=[CH:6][CH:5]=[CH:4][C:3]=1B(O)O.Br[C:12]1[CH:24]=[CH:23][C:15]([C:16]([O:18][C:19]([CH3:22])([CH3:21])[CH3:20])=[O:17])=[CH:14][N:13]=1>C1(P(C2C=CC=CC=2)C2C=CC=CC=2)C=CC=CC=1.C1(P(C2C=CC=CC=2)C2C=CC=CC=2)C=CC=CC=1.C1(P(C2C=CC=CC=2)C2C=CC=CC=2)C=CC=CC=1.C1(P(C2C=CC=CC=2)C2C=CC=CC=2)C=CC=CC=1.[Pd]>[F:1][C:2]1[CH:7]=[CH:6][CH:5]=[CH:4][C:3]=1[C:12]1[CH:24]=[CH:23][C:15]([C:16]([O:18][C:19]([CH3:20])([CH3:21])[CH3:22])=[O:17])=[CH:14][N:13]=1 |f:2.3.4.5.6|. Procedure: To a round-bottom flask was added 2-fluoro phenylboronic acid (271 mg, 1.94 mmol), palladium tetrakis(triphenylphosphine) (22.4 mg, 0.0194 mmol)) and tert-butyl 6-bromonicotinate (500 mg, 1.94 mmol) and the mixture was evacuated 3× with N2. The solids were dissolved in 25 mL of DMF, followed by addition of 2.9 mL of 2 M cesium carbonate. The resulting mixture was heated to ˜90° C. The mixture was cooled to room temperature and then poured into a seperatory funnel, followed by addition of EtOAc a...